Dataset: the Open Reaction Database (ORD), a public repository of structured organic reaction records. Task: describe an organic reaction: reactants, conditions, products, and yield Reactants: COC1(C)OC2CN(Cc3ccccc3)CC(CO)C2OC1(C)OC, ClC(Cl)Cl, O=S(Cl)Cl. Yields the product COC1(C)OC2CN(Cc3ccccc3)CC(CCl)C2OC1(C)OC. As a reaction SMILES: [CH2:1]([c:2]1[cH:3][cH:4][cH:5][cH:6][cH:7]1)[N:8]1[CH2:9][CH:10]2[CH:11]([CH:12]([CH2:14][OH:15])[CH2:13]1)[O:16][C:17]([CH3:23])([O:24][CH3:25])[C:18]([CH3:20])([O:21][CH3:22])[O:19]2.[CH:30]([Cl:31])([Cl:32])[Cl:33].[S:26]([Cl:27])([Cl:28])=[O:29]>>[CH2:1]([c:2]1[cH:3][cH:4][cH:5][cH:6][cH:7]1)[N:8]1[CH2:9][CH:10]2[CH:11]([CH:12]([CH2:14][Cl:28])[CH2:13]1)[O:16][C:17]([CH3:23])([O:24][CH3:25])[C:18]([CH3:20])([O:21][CH3:22])[O:19]2. Reactants: COC(=O)C1=C(O)CCSC1, O, OCC1OC(OC2(CO)OC(CO)C(O)C2O)C(O)C(O)C1O. Yields the product COC(=O)C1CSCCC1O. As a reaction SMILES: [CH3:24][O:25][C:26](=[O:27])[C:28]1=[C:33]([OH:34])[CH2:32][CH2:31][S:30][CH2:29]1.[OH2:35].[OH:1][CH2:2][CH:3]1[CH:4]([OH:5])[CH:6]([OH:7])[CH:8]([OH:9])[CH:10]([O:11][C:12]2([CH2:21][OH:22])[CH:13]([OH:14])[CH:15]([OH:16])[CH:17]([CH2:18][OH:19])[O:20]2)[O:23]1>>[CH3:24][O:25][C:26](=[O:27])[CH:28]1[CH2:29][S:30][CH2:31][CH2:32][CH:33]1[OH:34].